Task: describe an organic reaction: reactants, conditions, products, and yield. Dataset: the Open Reaction Database (ORD), a public repository of structured organic reaction records Reactants: C(C)(C)(C1=CC=CC=C1)O (cumyl alcohol), C1(=CC=CC=C1)C(C)C (cumene), C(C)(C)(C1=CC=CC=C1)O (cumyl alcohol), C1(=CC=CC=C1)C(C)C (cumene). Product: C(C)(C)(C1=CC=CC=C1)O (cumyl alcohol), CC(=C)C1=CC=CC=C1 (α-methylstyrene). RXN SMILES: [C:1]([OH:10])([C:4]1[CH:9]=[CH:8][CH:7]=[CH:6][CH:5]=1)([CH3:3])[CH3:2].[C:11]1([CH:17]([CH3:19])[CH3:18])[CH:16]=[CH:15][CH:14]=[CH:13][CH:12]=1>>[C:1]([OH:10])([C:4]1[CH:9]=[CH:8][CH:7]=[CH:6][CH:5]=1)([CH3:3])[CH3:2].[CH3:19][C:17]([C:11]1[CH:16]=[CH:15][CH:14]=[CH:13][CH:12]=1)=[CH2:18]. Reported procedure: The conversion step is a step for obtaining cumene by subjecting cumyl alcohol obtained in the epoxidation step to hydrogenation-containing reaction and recycling the cumene to the oxidation step. As a method for converting cumyl alcohol into cumene, a method of first dehydrating cumyl alcohol to obtain α-methylstyrene and then hydrogenating α-methylstyrene to convert into cumene (dehydration-hydrogenation method), and a method of subjecting cumyl alcohol to hydrogenolysis to directly convert in... The reactants are C(C)(C)(C)OC(=O)NCCOC1=NOC2=C1C(=CC=C2)C(N)=O (3-(2-(N-t-butoxycarbonylamino)ethoxy)-4-carbamoyl-1,2-benzisoxazole), P(=O)(Cl)(Cl)Cl (phosphorus oxychloride), ice water. Yields the product C(C)(C)(C)OC(=O)NCCOC1=NOC2=C1C(=CC=C2)C#N (3-(2-(N-t-Butoxycarbonylamino)ethoxy)-4-cyano-1,2-benzisoxazole). Reaction conditions: temperature 5 celsius. As a reaction SMILES: [C:1]([O:5][C:6]([NH:8][CH2:9][CH2:10][O:11][C:12]1[C:16]2[C:17]([C:21](=O)[NH2:22])=[CH:18][CH:19]=[CH:20][C:15]=2[O:14][N:13]=1)=[O:7])([CH3:4])([CH3:3])[CH3:2].P(Cl)(Cl)(Cl)=O>C(N(CC)C=O)C>[C:1]([O:5][C:6]([NH:8][CH2:9][CH2:10][O:11][C:12]1[C:16]2[C:17]([C:21]#[N:22])=[CH:18][CH:19]=[CH:20][C:15]=2[O:14][N:13]=1)=[O:7])([CH3:4])([CH3:2])[CH3:3]. The solvent is C(C)N(C=O)CC (diethylformamide). Isolated yield 91.8%. Procedure details: To a solution of 3-(2-(N-t-butoxycarbonylamino)ethoxy)-4-carbamoyl-1,2-benzisoxazole (0.15 g) in diethylformamide (1.5 ml) was added phosphorus oxychloride (0.09 g) with stirring at 5° C., and the mixture was then stirred at the same temperature for 15 minutes. The reaction mixture was poured into ice water (20 ml), extracted with ethyl acetate (twice each with 20 ml) and the combined extracts were dried over anhydrous magnesium sulphate. After filtration, the solvent was evaporated under reduce... The reactants are ice, C1(CC1)N1CCN(C2=CC=CC=C12)C(=O)C=1C=NC=CC1OC1=C(C=CC(=C1)Cl)Cl ((4-Cyclopropyl-3,4-dihydro-2H-quinoxalin-1-yl)-[4-(2,5-dichloro-phenoxy)-pyridin-3-yl]-methanone), C[Si](N[Si](C)(C)C)(C)C (hexamethyldisilazane), ClC(=O)OC (methyl chloroformate), ClC1=CC(=CC=C1)C(=O)OO (m-chloroperbenzoic acid), C([O-])(O)=O.[Na+] (sodium bicarbonate). The solvent is ClCCl (dichloromethane). Run at time 45 minute. Yields the product ClC=1C=C2N(CCN(C2=CC1)C(=O)C=1C=NC=CC1OC1=C(C=CC(=C1)Cl)Cl)C1CC1 ((6-Chloro-4-cyclopropyl-3,4-dihydro-2H-quinoxalin-1-yl)-[4-(2,5-dichloro-phenoxy)-pyridin-3-yl]-methanone). The yield is 9.8%. RXN SMILES: [CH:1]1([N:4]2[C:13]3[C:8](=[CH:9][CH:10]=[CH:11][CH:12]=3)[N:7]([C:14]([C:16]3[CH:17]=[N:18][CH:19]=[CH:20][C:21]=3[O:22][C:23]3[CH:28]=[C:27]([Cl:29])[CH:26]=[CH:25][C:24]=3[Cl:30])=[O:15])[CH2:6][CH2:5]2)[CH2:3][CH2:2]1.[Cl:31]C1C=CC=C(C(OO)=O)C=1.C[Si](C)(C)N[Si](C)(C)C.ClC(OC)=O.C(=O)(O)[O-].[Na+]>ClCCl>[Cl:31][C:11]1[CH:12]=[C:13]2[C:8](=[CH:9][CH:10]=1)[N:7]([C:14]([C:16]1[CH:17]=[N:18][CH:19]=[CH:20][C:21]=1[O:22][C:23]1[CH:28]=[C:27]([Cl:29])[CH:26]=[CH:25][C:24]=1[Cl:30])=[O:15])[CH2:6][CH2:5][N:4]2[CH:1]1[CH2:2][CH2:3]1 |f:4.5|. Procedure: To an ice-cold suspension of 0.61 g (1.39 mmol) (4-cyclopropyl-3,4-dihydro-2H-quinoxalin-1-yl)-[4-(2,5-dichloro-phenoxy)-pyridin-3-yl]-methanone (Example 8) in 3 mL dichloromethane were added 0.388 g (1.73 mmol) m-chloroperbenzoic acid (Aldrich, CAS RN 937-14-4). The cooling bath was removed, the reaction stirred at room temperature for 45 min., poured on a saturated solution of aqueous sodium bicarbonate and extracted three times with dichloromethane. The organic layers were washed with a satur... The reactants are CCOCC, Nc1cccnc1Cl, O=S(Cl)Cl. Yields the product O=S=Nc1cccnc1Cl. As a reaction SMILES: [CH3:13][CH2:14][O:15][CH2:16][CH3:17].[Cl:1][c:2]1[n:3][cH:4][cH:5][cH:6][c:7]1[NH2:8].[S:9](=[O:10])([Cl:11])[Cl:12]>>[Cl:1][c:2]1[n:3][cH:4][cH:5][cH:6][c:7]1[N:8]=[S:9]=[O:10].